From a dataset of the Open Reaction Database (ORD), a public repository of structured organic reaction records. describe an organic reaction: reactants, conditions, products, and yield The reactants are FC1=CC(=C(C=C1)NC([C@H](C)NC1=C2N=CNC2=NC=N1)=O)NC=1C=NC(=CC1)F ((S)—N-[4-fluoro-2-(6-fluoropyridin-3-ylamino)phenyl]-2-(9H-purin-6-ylamino)propionamide), CC(=O)O (AcOH). Conditions: temperature 100 celsius. Yields the product FC=1C=CC2=C(N(C(=N2)C(C)NC2=C3N=CNC3=NC=N2)C=2C=CC(NC2)=O)C1 (5-[6-fluoro-2-[1-(9H-purin-6-ylamino)ethyl]benzimidazol-1-yl]-1H-pyridin-2-one). Isolated yield 16.0%. RXN SMILES: [F:1][C:2]1[CH:7]=[CH:6][C:5]([NH:8][C:9](=O)[C@@H:10]([NH:12][C:13]2[N:21]=[CH:20][N:19]=[C:18]3[C:14]=2[N:15]=[CH:16][NH:17]3)[CH3:11])=[C:4]([NH:23][C:24]2[CH:25]=[N:26][C:27](F)=[CH:28][CH:29]=2)[CH:3]=1.CC(O)=[O:33]>>[F:1][C:2]1[CH:7]=[CH:6][C:5]2[N:8]=[C:9]([CH:10]([NH:12][C:13]3[N:21]=[CH:20][N:19]=[C:18]4[C:14]=3[N:15]=[CH:16][NH:17]4)[CH3:11])[N:23]([C:24]3[CH:29]=[CH:28][C:27](=[O:33])[NH:26][CH:25]=3)[C:4]=2[CH:3]=1. Procedure details: A mixture of (S)—N-[4-fluoro-2-(6-fluoropyridin-3-ylamino)phenyl]-2-(9H-purin-6-ylamino)propionamide (255 mg, 0.62 mmol) in AcOH (10 mL) was heated at 100° C. for 24 h. After cooling to RT, the volatiles were removed under reduced pressure and the residue was partitioned between EtOAc and a saturated aqueous solution of NaHCO3. The aqueous phase was extracted with EtOAc and the combined organic fractions washed with water, followed by brine, dried (Na2SO4) and concentrated in vacuo. The resultin... Reactants: CON=C(CO[Si](C(C)(C)C)(C)C)C(CCN1CCC(CC1)(C1=CC=CC=C1)O)C1=CC(=C(C=C1)Cl)Cl (3-(3,4-dichlorophenyl)-1-[[dimethyl(1,1-dimethylethyl)silyl]oxy]-5-(4-hydroxy-4-phenyl-1-piperidinyl)-2-pentanone O-methyloxime), CCCC[N+](CCCC)(CCCC)CCCC.[F-] (TBAF). Run in C1CCOC1 (THF). Run at time 2 hour. The product is CON=C(CO)C(CCN1CCC(CC1)(C1=CC=CC=C1)O)C1=CC(=C(C=C1)Cl)Cl (3-(3,4-dichlorophenyl)-1-hydroxy-5-(4-hydroxy-4-phenyl-1-piperidinyl)-2-pentanone O-methyloxime). Reaction SMILES: [CH3:1][O:2][N:3]=[C:4]([CH:14]([C:30]1[CH:35]=[CH:34][C:33]([Cl:36])=[C:32]([Cl:37])[CH:31]=1)[CH2:15][CH2:16][N:17]1[CH2:22][CH2:21][C:20]([OH:29])([C:23]2[CH:28]=[CH:27][CH:26]=[CH:25][CH:24]=2)[CH2:19][CH2:18]1)[CH2:5][O:6][Si](C)(C)C(C)(C)C.CCCC[N+](CCCC)(CCCC)CCCC.[F-]>C1COCC1>[CH3:1][O:2][N:3]=[C:4]([CH:14]([C:30]1[CH:35]=[CH:34][C:33]([Cl:36])=[C:32]([Cl:37])[CH:31]=1)[CH2:15][CH2:16][N:17]1[CH2:22][CH2:21][C:20]([OH:29])([C:23]2[CH:28]=[CH:27][CH:26]=[CH:25][CH:24]=2)[CH2:19][CH2:18]1)[CH2:5][OH:6] |f:1.2|. Procedure details: Treat a solution of the crude oxime from Step 3 (≤12.3 mmol) in THF (400 mL) with TBAF (15.4 mL, 15.4 mmol, 1M in THF) at 0° C. Stir the solution for 2 hours. Quench the reaction with water and extract the aqueous phase with EtOAc (3×100 mL). Dry the combined organic layers over MgSO4, filter and concentrate under reduced pressure to give the crude product as a yellow oil. Purify by silica gel chromatography (column: 7.5 cm×20 cm; pack column in CH2Cl2 and elute using a gradient of 100% CH2Cl2 t... Reactants: O1CCCC1 (tetrahydrofuran), [Si](C1=CC=CC=C1)(C1=CC=CC=C1)(C(C)(C)C)OCC[C@@H](C)OC1=C(C=CC=C1)C1=CC(=C(C=C1)C(=O)N1CCC(CC1)N1C(C(CC2=NC=C(C=C12)Cl)(C)C)=O)F (1-{1-[(2′-{[(1R)-3-{[tert-butyl(diphenyl)silyl]oxy}-1-methylpropyl]oxy}-3-fluorobiphenyl-4-yl)carbonyl]piperidin-4-yl}-7-chloro-3,3-dimethyl-3,4-dihydro-1,5-naphthyridin-2(1H)-one), O1CCCC1 (tetrahydrofuran), [F-].C(CCC)[N+](CCCC)(CCCC)CCCC (tetrabutylammonium fluoride). Run in C(C)(=O)OCC (ethyl acetate). Run at time 3 hour. Yields the product ClC1=CN=C2CC(C(N(C2=C1)C1CCN(CC1)C(=O)C1=C(C=C(C=C1)C1=C(C=CC=C1)O[C@@H](CCO)C)F)=O)(C)C (7-chloro-1-{1-[(3-fluoro-2′-{[(1R)-3-hydroxy-1-methylpropyl]oxy}biphenyl-4-yl)carbonyl]piperidin-4-yl}-3,3-dimethyl-3,4-dihydro-1,5-naphthyridin-2(1H)-one). Yield: 80.9%. As a reaction SMILES: O1CCCC1.[Si]([O:23][CH2:24][CH2:25][C@H:26]([O:28][C:29]1[CH:34]=[CH:33][CH:32]=[CH:31][C:30]=1[C:35]1[CH:40]=[CH:39][C:38]([C:41]([N:43]2[CH2:48][CH2:47][CH:46]([N:49]3[C:58]4[C:53](=[N:54][CH:55]=[C:56]([Cl:59])[CH:57]=4)[CH2:52][C:51]([CH3:61])([CH3:60])[C:50]3=[O:62])[CH2:45][CH2:44]2)=[O:42])=[C:37]([F:63])[CH:36]=1)[CH3:27])(C(C)(C)C)(C1C=CC=CC=1)C1C=CC=CC=1.[F-].C([N+](CCCC)(CCCC)CCCC)CCC>C(OCC)(=O)C>[Cl:59][C:56]1[CH:57]=[C:58]2[C:53]([CH2:52][C:51]([CH3:60])([CH3:61])[C:50](=[O:62])[N:49]2[CH:46]2[CH2:45][CH2:44][N:43]([C:41]([C:38]3[CH:39]=[CH:40][C:35]([C:30]4[CH:31]=[CH:32][CH:33]=[CH:34][C:29]=4[O:28][C@H:26]([CH3:27])[CH2:25][CH2:24][OH:23])=[CH:36][C:37]=3[F:63])=[O:42])[CH2:48][CH2:47]2)=[N:54][CH:55]=1 |f:2.3|. Reported procedure: To a tetrahydrofuran solution (11 ml) of 1-{1-[(2′-{[(1R)-3-{[tert-butyl(diphenyl)silyl]oxy}-1-methylpropyl]oxy}-3-fluorobiphenyl-4-yl)carbonyl]piperidin-4-yl}-7-chloro-3,3-dimethyl-3,4-dihydro-1,5-naphthyridin-2(1H)-one (525 mg) was added at room temperature a tetrahydrofuran solution (1 M, 1.28 ml) of tetrabutylammonium fluoride, followed by stirring for 3 hours. The reaction solution was diluted with ethyl acetate, washed sequentially with a saturated aqueous ammonium chloride solution and sa... Reactants: C(C)(=O)N1CCN(CC1)C1=CC=C(C=C1)N (1-Acetyl-4-(4-aminophenyl)piperazine), CS(=O)(=O)Cl (methanesulphonyl chloride). Solvent: ice. Run at time 8 hour. Yields the product C(C)(=O)N1CCN(CC1)C1=CC=C(C=C1)NS(=O)(=O)C (1-Acetyl-4-(4-methanesulphonamidophenyl)piperazine). Reaction SMILES: [C:1]([N:4]1[CH2:9][CH2:8][N:7]([C:10]2[CH:15]=[CH:14][C:13]([NH2:16])=[CH:12][CH:11]=2)[CH2:6][CH2:5]1)(=[O:3])[CH3:2].[CH3:17][S:18](Cl)(=[O:20])=[O:19]>>[C:1]([N:4]1[CH2:5][CH2:6][N:7]([C:10]2[CH:15]=[CH:14][C:13]([NH:16][S:18]([CH3:17])(=[O:20])=[O:19])=[CH:12][CH:11]=2)[CH2:8][CH2:9]1)(=[O:3])[CH3:2]. Procedure: To 1-Acetyl-4-(4-aminophenyl)piperazine (10.96 g) in ice-cold pyridine (100 ml) was added methanesulphonyl chloride (6.3 g) dropwise. The mixture was then stirred at ambient temperature overnight and the pyridine removed in vacuo. The residue was triturated with aqueous sodium bicarbonate, and the resulting solid was washed (water) and crystallized from methanol/ethyl acetate (charcoal). The yield of the title compound was 9.97 g, m.p. 165°-7°.